Dataset: the Open Reaction Database (ORD), a public repository of structured organic reaction records. Task: describe an organic reaction: reactants, conditions, products, and yield Starting materials: Example 128B, C(=O)(C(F)(F)F)O (TFA), [Si](C)(C)(C)C=[N+]=[N-] (TMSCHN2), C1=CC=CC=C1 (benzene), CO (MeOH), CC(=O)O (AcOH). The reagents and catalysts are O=[Pt]=O (PtO2). The solvent is C(Cl)Cl (CH2Cl2). Run at time 1 hour. The product is NC1=C(C=2CCCCC2C=C1)C(=O)OC (methyl 2-amino-5,6,7,8-tetrahydro-1-naphthoate). Yield: 91.0%. As a reaction SMILES: [CH:1]1[CH:6]=[CH:5][CH:4]=[CH:3][CH:2]=1.[CH3:7]O.[Si]([CH:13]=[N+:14]=[N-])(C)(C)C.[C:16]([OH:22])([C:18](F)(F)F)=[O:17].[CH3:23][C:24](O)=O>O=[Pt]=O.C(Cl)Cl>[NH2:14][C:13]1[CH:24]=[CH:23][C:2]2[CH2:3][CH2:4][CH2:5][CH2:6][C:1]=2[C:18]=1[C:16]([O:22][CH3:7])=[O:17]. Procedure details: A 500 mL RB flask was charged with Example 128B (13.66 g, 47.54 mmol), benzene (190 mL), and MeOH (48 mL). To this stirred solution under N2 was added TMSCHN2 (30.9 mL, 61.81 mmol, 2.0M solution in hexanes). The reaction was stirred at room temperature for 1 hour, then quenched with 3 mL glacial AcOH. The solvent was evaporated to dryness to give a residue. The residue was dissolved in 150 mL AcOH. PtO2 (7.00 g) was added to a 500 mL reaction vessel for a Parr shaker, then purged with Ar. The so... Starting materials: C=CC(=O)OC, CC(=O)[CH-]C(C)=O, CC(C)O, O=N[O-], NS(=O)(=O)O, Nc1cc(F)ccc1C(=O)O, [Na+], O, [Pd], O=S(=O)(O)O. Product: COC(=O)C=Cc1cc(F)ccc1C(=O)O. As a reaction SMILES: [C:26]([CH:27]=[CH2:28])(=[O:29])[O:30][CH3:31].[CH-:38]([C:39](=[O:40])[CH3:41])[C:42](=[O:43])[CH3:44].[CH:33]([OH:34])([CH3:35])[CH3:36].[N:1]([O-:2])=[O:3].[NH2:21][S:22]([OH:23])(=[O:24])=[O:25].[NH2:5][c:6]1[c:7]([C:8](=[O:9])[OH:10])[cH:11][cH:12][c:13]([F:15])[cH:14]1.[Na+:4].[OH2:32].[Pd:37].[S:16](=[O:17])(=[O:18])([OH:19])[OH:20]>>[c:6]1([CH:28]=[CH:27][C:26](=[O:29])[O:30][CH3:31])[c:7]([C:8](=[O:9])[OH:10])[cH:11][cH:12][c:13]([F:15])[cH:14]1. Starting materials: BrB(Br)Br, COc1ccc(-n2c(-c3c(C)noc3C)c(S(C)(=O)=O)c3ccccc32)cc1, CCOC(C)=O, ClCCl, O. Product: Cc1noc(C)c1-c1c(S(C)(=O)=O)c2ccccc2n1-c1ccc(O)cc1. Reaction SMILES: [B:29]([Br:30])([Br:31])[Br:32].[CH3:1][O:2][c:3]1[cH:4][cH:5][c:6](-[n:9]2[c:10](-[c:22]3[c:23]([CH3:28])[n:24][o:25][c:26]3[CH3:27])[c:11]([S:18](=[O:19])(=[O:20])[CH3:21])[c:12]3[cH:13][cH:14][cH:15][cH:16][c:17]23)[cH:7][cH:8]1.[CH3:34][CH2:35][O:36][C:37]([CH3:38])=[O:39].[Cl:40][CH2:41][Cl:42].[OH2:33]>>[OH:2][c:3]1[cH:4][cH:5][c:6](-[n:9]2[c:10](-[c:22]3[c:23]([CH3:28])[n:24][o:25][c:26]3[CH3:27])[c:11]([S:18](=[O:19])(=[O:20])[CH3:21])[c:12]3[cH:13][cH:14][cH:15][cH:16][c:17]23)[cH:7][cH:8]1. Reactants: COc1cc([N+](=O)[O-])ccc1Br, O=C([O-])[O-], CN1CCNCC1, Cc1ccccc1, [Cu]Br, [K+], [K+], c1ccncc1. The product is COc1cc([N+](=O)[O-])ccc1N1CCN(C)CC1. RXN SMILES: [Br:8][c:9]1[c:10]([O:18][CH3:19])[cH:11][c:12]([N+:15](=[O:16])[O-:17])[cH:13][cH:14]1.[C:20](=[O:21])([O-:22])[O-:23].[CH3:1][N:2]1[CH2:3][CH2:4][NH:5][CH2:6][CH2:7]1.[CH3:32][c:33]1[cH:34][cH:35][cH:36][cH:37][cH:38]1.[Cu:39][Br:40].[K+:24].[K+:25].[cH:26]1[cH:27][cH:28][n:29][cH:30][cH:31]1>>[CH3:1][N:2]1[CH2:3][CH2:4][N:5]([c:9]2[c:10]([O:18][CH3:19])[cH:11][c:12]([N+:15](=[O:16])[O-:17])[cH:13][cH:14]2)[CH2:6][CH2:7]1. Starting materials: COc1cc2sc3ccc(Br)cc3n3cc(Cc4cccnc4)c(=O)c(c1)c23, N#CC1=C(C#N)C(=O)C(Cl)=C(Cl)C1=O, C1COCCO1. Product: COc1cc2sc3ccc(Br)cc3n3ccc(=O)c(c1)c23. Reaction SMILES: [Br:1][c:2]1[cH:3][c:4]2[n:5]3[c:6]4[c:7]([cH:8][c:9]([O:16][CH3:17])[cH:10][c:11]4[s:12][c:13]2[cH:14][cH:15]1)[c:18](=[O:28])[c:19]([CH2:21][c:22]1[cH:23][n:24][cH:25][cH:26][cH:27]1)[cH:20]3.[Cl:29][C:30]1=[C:41]([Cl:42])[C:39](=[O:40])[C:36]([C:37]#[N:38])=[C:33]([C:34]#[N:35])[C:31]1=[O:32].[O:43]1[CH2:44][CH2:45][O:46][CH2:47][CH2:48]1>>[Br:1][c:2]1[cH:3][c:4]2[n:5]3[c:6]4[c:7]([cH:8][c:9]([O:16][CH3:17])[cH:10][c:11]4[s:12][c:13]2[cH:14][cH:15]1)[c:18](=[O:28])[cH:19][cH:20]3. The reactants are N1C=NC(=C1)CCC(=O)OCC (Ethyl 3-(4-imidazolyl)propionate), [H-].[H-].[H-].[H-].[Li+].[Al+3] (LAH), [OH-].[Na+] (NaOH), O (H2O). Solvent: C1CCOC1 (THF). Run at time 2 hour. Product: N1C=NC(=C1)CCCO (3-(4-imidazolyl) propanol). Yield: 90.6%. As a reaction SMILES: [NH:1]1[CH:5]=[C:4]([CH2:6][CH2:7][C:8](OCC)=[O:9])[N:3]=[CH:2]1.[H-].[H-].[H-].[H-].[Li+].[Al+3].O.[OH-].[Na+]>C1COCC1>[NH:1]1[CH:5]=[C:4]([CH2:6][CH2:7][CH2:8][OH:9])[N:3]=[CH:2]1 |f:1.2.3.4.5.6,8.9|. Procedure: To a solution of the ester from Step A (120 g, 71.4 mmol) in dry THF (230 mL) at 0° C. was added LAH (2.99 g, 78.6 mmol) portionwise over 30 min. The mixture was stirred for 2 h at room temperature then cooled back to 0° C. and H2O (4.2 mL) was added (care|) dropwise. This was followed by the dropwise addition of 10.6 mL of 1N NaOH then the resulting slurry was stirred at room temperature for 1 h. After filtration through celite washing with EtOAc, the solvent was removed to give the title compo...